This data is from the Open Reaction Database (ORD), a public repository of structured organic reaction records. The task is: describe an organic reaction: reactants, conditions, products, and yield Starting materials: C1(CC1)CCOC(C1CN(CCC1)C1=C(C(C1=O)=O)N[C@H](CNC(CCC[Si](C)(C)C)=O)CC1CCCCC1)C1=CC=CC=C1 (N—((S)-2-(2-(3-((2-cyclopropylethoxy)(phenyl)methyl)piperidin-1-yl)-3,4-dioxocyclobut-1-enylamino)-3-cyclohexylpropyl)-4-(trimethylsilyl)butanamide), Cl (HCl). Solvent: O1CCOCC1 (dioxane), O1CCOCC1 (dioxane), CO (methanol). Reaction conditions: time 1.5 hour. Product: Cl.NC[C@H](CC1CCCCC1)NC=1C(C(C1N1CC(CCC1)C(C1=CC=CC=C1)OCCC1CC1)=O)=O (3-((S)-1-amino-3-cyclohexylpropan-2-ylamino)-4-(3-((2-cyclopropylethoxy)(phenyl)methyl)piperidin-1-yl)cyclobut-3-ene-1,2-dione hydrochloride). Yield: 99.0%. As a reaction SMILES: [CH:1]1([CH2:4][CH2:5][O:6][CH:7]([C:40]2[CH:45]=[CH:44][CH:43]=[CH:42][CH:41]=2)[CH:8]2[CH2:13][CH2:12][CH2:11][N:10]([C:14]3[C:17](=[O:18])[C:16](=[O:19])[C:15]=3[NH:20][C@@H:21]([CH2:33][CH:34]3[CH2:39][CH2:38][CH2:37][CH2:36][CH2:35]3)[CH2:22][NH:23]C(=O)CCC[Si](C)(C)C)[CH2:9]2)[CH2:3][CH2:2]1.[ClH:46]>O1CCOCC1.CO>[ClH:46].[NH2:23][CH2:22][C@@H:21]([NH:20][C:15]1[C:16](=[O:19])[C:17](=[O:18])[C:14]=1[N:10]1[CH2:11][CH2:12][CH2:13][CH:8]([CH:7]([O:6][CH2:5][CH2:4][CH:1]2[CH2:3][CH2:2]2)[C:40]2[CH:45]=[CH:44][CH:43]=[CH:42][CH:41]=2)[CH2:9]1)[CH2:33][CH:34]1[CH2:39][CH2:38][CH2:37][CH2:36][CH2:35]1 |f:4.5|. Procedure: The N—((S)-2-(2-(3-((2-cyclopropylethoxy)(phenyl)methyl)piperidin-1-yl)-3,4-dioxocyclobut-1-enylamino)-3-cyclohexylpropyl)-4-(trimethylsilyl)butanamide (12.3 mg, 0.02 mmol) was dissolved in dioxane (1 mL) and treated with 4M HCl in dioxane (0.5 mL, 2.0 mmol). The solution was allowed to stir for 1.5 h before evaporation of solvent. The residual oil was redissolved in methanol and evaporated under reduced pressure to afford 3-((S)-1-amino-3-cyclohexylpropan-2-ylamino)-4-(3-((2-cyclopropylethoxy)(... Starting materials: S1C(=CC=C1)C(=O)N (Thiophene-2-carboxamide), ClCC(CCl)=O (1,3-dichloropropan-2-one). Run in CCOC(=O)C (EtOAc). Yields the product ClCC=1N=C(OC1)C=1SC=CC1 (4-(chloromethyl)-2-(thiophen-2-yl)oxazole). Yield: 62.9%. As a reaction SMILES: [S:1]1[CH:5]=[CH:4][CH:3]=[C:2]1[C:6]([NH2:8])=[O:7].[Cl:9][CH2:10][C:11](=O)[CH2:12]Cl>CCOC(C)=O>[Cl:9][CH2:10][C:11]1[N:8]=[C:6]([C:2]2[S:1][CH:5]=[CH:4][CH:3]=2)[O:7][CH:12]=1. Procedure details: Thiophene-2-carboxamide (0.8 g, 6.29 mmol) and 1,3-dichloropropan-2-one (0.96 g, 7.55 mmol) were heated at 150° C. for 2.5 hours. The dark solid was dissolved in EtOAc and washed with aqueous NaHCO3, then the organic phase was dried over Na2SO4, filtered and evaporated to dryness. The dark brown oil was purified by flash chromatography (Petroleum ether/EtOAc=9/1) to obtain 4-(chloromethyl)-2-(thiophen-2-yl)oxazole (790 mg, 63% yield). The reactants are Cc1ccccc1S(=O)(=O)O, CS(=O)(=O)O, COc1ccc(C)cc1OC. Yields the product COc1cc(C)c(S(=O)(=O)c2ccccc2C)cc1OC. Reaction SMILES: [CH3:17][c:18]1[c:19]([S:24](=[O:25])(=[O:26])[OH:27])[cH:20][cH:21][cH:22][cH:23]1.[CH3:1][S:2](=[O:3])(=[O:4])[OH:5].[CH3:6][O:7][c:8]1[c:9]([O:15][CH3:16])[cH:10][c:11]([CH3:14])[cH:12][cH:13]1>>[CH3:6][O:7][c:8]1[c:9]([O:15][CH3:16])[cH:10][c:11]([CH3:14])[c:12]([S:24]([c:19]2[c:18]([CH3:17])[cH:23][cH:22][cH:21][cH:20]2)(=[O:25])=[O:26])[cH:13]1. Reactants: CC1(NC(=O)OCc2ccccc2)CCN(c2ccccn2)CC1, O=C[O-], CC(C)O, [NH4+]. Product: CC1(N)CCN(c2ccccn2)CC1. Reaction SMILES: [CH2:1]([O:2][C:3](=[O:4])[NH:10][C:11]1([CH3:23])[CH2:12][CH2:13][N:14]([c:17]2[n:18][cH:19][cH:20][cH:21][cH:22]2)[CH2:15][CH2:16]1)[c:5]1[cH:6][cH:7][cH:8][cH:9][cH:24]1.[CH:25]([O-:26])=[O:27].[CH:29]([OH:30])([CH3:31])[CH3:32].[NH4+:28]>>[NH2:10][C:11]1([CH3:23])[CH2:12][CH2:13][N:14]([c:17]2[n:18][cH:19][cH:20][cH:21][cH:22]2)[CH2:15][CH2:16]1.